This data is from the Open Reaction Database (ORD), a public repository of structured organic reaction records. The task is: describe an organic reaction: reactants, conditions, products, and yield Starting materials: CCOC(=O)CCc1csc(Nc2cc(Oc3c(F)cccc3F)c(Br)cn2)n1, O=C([O-])O, COCCOC, [Na+], c1ccc(P(c2ccccc2)(c2ccccc2)[Pd](P(c2ccccc2)(c2ccccc2)c2ccccc2)(P(c2ccccc2)(c2ccccc2)c2ccccc2)P(c2ccccc2)(c2ccccc2)c2ccccc2)cc1, OB(O)c1cccnc1. Yields the product CCOC(=O)CCc1csc(Nc2cc(Oc3c(F)cccc3F)c(-c3cccnc3)cn2)n1. As a reaction SMILES: [Br:1][c:2]1[c:3]([O:21][c:22]2[c:23]([F:29])[cH:24][cH:25][cH:26][c:27]2[F:28])[cH:4][c:5]([NH:8][c:9]2[s:10][cH:11][c:12]([CH2:14][CH2:15][C:16](=[O:17])[O:18][CH2:19][CH3:20])[n:13]2)[n:6][cH:7]1.[C:39](=[O:40])([OH:41])[O-:42].[CH3:44][O:45][CH2:46][CH2:47][O:48][CH3:49].[Na+:43].[cH:50]1[cH:51][cH:52][c:53]([P:54]([Pd:55]([P:56]([c:57]2[cH:58][cH:59][cH:60][cH:61][cH:62]2)([c:63]2[cH:64][cH:65][cH:66][cH:67][cH:68]2)[c:69]2[cH:70][cH:71][cH:72][cH:73][cH:74]2)([P:75]([c:76]2[cH:77][cH:78][cH:79][cH:80][cH:81]2)([c:82]2[cH:83][cH:84][cH:85][cH:86][cH:87]2)[c:88]2[cH:89][cH:90][cH:91][cH:92][cH:93]2)[P:94]([c:95]2[cH:96][cH:97][cH:98][cH:99][cH:100]2)([c:101]2[cH:102][cH:103][cH:104][cH:105][cH:106]2)[c:107]2[cH:108][cH:109][cH:110][cH:111][cH:112]2)([c:113]2[cH:114][cH:115][cH:116][cH:117][cH:118]2)[c:119]2[cH:120][cH:121][cH:122][cH:123][cH:124]2)[cH:125][cH:126]1.[n:30]1[cH:31][c:32]([B:36]([OH:37])[OH:38])[cH:33][cH:34][cH:35]1>>[c:2]1(-[c:32]2[cH:31][n:30][cH:35][cH:34][cH:33]2)[c:3]([O:21][c:22]2[c:23]([F:29])[cH:24][cH:25][cH:26][c:27]2[F:28])[cH:4][c:5]([NH:8][c:9]2[s:10][cH:11][c:12]([CH2:14][CH2:15][C:16](=[O:17])[O:18][CH2:19][CH3:20])[n:13]2)[n:6][cH:7]1. Starting materials: Br, CCOCC, C1CCCCC1, OCCCCCCCCCCO. The product is OCCCCCCCCCCBr. RXN SMILES: [BrH:13].[CH2:14]([O:15][CH2:16][CH3:17])[CH3:18].[CH2:19]1[CH2:20][CH2:21][CH2:22][CH2:23][CH2:24]1.[CH2:1]([CH2:2][CH2:3][CH2:4][CH2:5][CH2:6][CH2:7][CH2:8][CH2:9][CH2:10][OH:11])[OH:12]>>[CH2:1]([CH2:2][CH2:3][CH2:4][CH2:5][CH2:6][CH2:7][CH2:8][CH2:9][CH2:10][OH:11])[Br:13]. Reactants: hydroxyl, C[Si](C)(C)Cl (trimethylsilyl chloride), CC(CO)(CCl)C (2,2-dimethyl-3-chloropropanol), ( 3 ), C[Si](C)(C)Cl (trimethylsilyl chloride), N1C=NC=C1 (imidazole), CC(CO)(CCl)C (2,2-dimethyl-3-chloropropanol). Solvent: C1CCCCC1 (cyclohexane). Product: C[Si](OCC(CCl)(C)C)(C)C (1-trimethylsilyloxy-2,2-dimethyl-3-chloropropane). RXN SMILES: [CH3:1][Si:2](Cl)([CH3:4])[CH3:3].N1C=CN=C1.[CH3:11][C:12]([CH3:17])([CH2:15][Cl:16])[CH2:13][OH:14]>C1CCCCC1>[CH3:1][Si:2]([CH3:4])([CH3:3])[O:14][CH2:13][C:12]([CH3:17])([CH3:11])[CH2:15][Cl:16]. Procedure: The initiator of structure (3), designated PFI10, was prepared using the procedures broadly described in WO 91 112277. The hydroxyl functionality in 2,2-dimethyl-3-chloropropanol was protected by reaction with trimethylsilyl chloride. A solution of trimethylsilyl chloride (27.16 g, 0.25 mol) in dry cyclohexane (150 g) was treated with 20.4 g of imidazole (0.30 mol) under an argon atmosphere. The resulting slurry was stirred vigorously at room temperature as 2,2-dimethyl-3-chloropropanol (30.93 g... Starting materials: F[B-](F)(F)F.O=[N+]=O (nitronium tetrafluoroborate), [N+](=O)(O)[O-].CC1=NN(C(=C1)C)C(=N)N (3,5-dimethyl-1H-pyrazole-1-carboxamidine nitrate). Solvent: C(C)#N (acetonitrile). Conditions: time 30 minute. Yields the product [N+](=O)(O)[O-].CC1=NN(C(=C1[N+](=O)[O-])C)C(=N)N (3,5-dimethyl-4-nitro-1H-pyrazole-1-carboxamidine nitrate). Isolated yield 98.8%. Reaction SMILES: F[B-](F)(F)F.[O:6]=[N+:7]=[O:8].[N+:9]([O-:12])([OH:11])=[O:10].[CH3:13][C:14]1[CH:18]=[C:17]([CH3:19])[N:16]([C:20]([NH2:22])=[NH:21])[N:15]=1>C(#N)C>[N+:9]([O-:12])([OH:11])=[O:10].[CH3:13][C:14]1[C:18]([N+:7]([O-:8])=[O:6])=[C:17]([CH3:19])[N:16]([C:20]([NH2:22])=[NH:21])[N:15]=1 |f:0.1,2.3,5.6|. Procedure: 2 g of nitronium tetrafluoroborate were added little by little to a suspension of 2.01 g of 3,5-dimethyl-1H-pyrazole-1-carboxamidine nitrate in 150 ml of absolute acetonitrile, with cooling with ice in argon atmosphere, and the reaction mixture was stirred for 30 minutes with cooling with ice. The solvent was removed by distillation under reduced pressure, and the residue was washed with chloroform to obtain 2.43 g of 3,5-dimethyl-4-nitro-1H-pyrazole-1-carboxamidine nitrate. Reactants: B, COc1cc2c(cc1OC)CN(CCC#N)CC2, C1CCOC1, Cl, [Na+], [OH-]. Product: COc1cc2c(cc1OC)CN(CCCN)CC2. Reaction SMILES: [BH3:19].[C:1](#[N:2])[CH2:3][CH2:4][N:5]1[CH2:6][c:7]2[cH:8][c:9]([O:17][CH3:18])[c:10]([O:15][CH3:16])[cH:11][c:12]2[CH2:13][CH2:14]1.[CH2:23]1[O:24][CH2:25][CH2:26][CH2:27]1.[ClH:20].[Na+:22].[OH-:21]>>[CH2:1]([NH2:2])[CH2:3][CH2:4][N:5]1[CH2:6][c:7]2[cH:8][c:9]([O:17][CH3:18])[c:10]([O:15][CH3:16])[cH:11][c:12]2[CH2:13][CH2:14]1. RXN SMILES: Cl[C:2]1[N:7]=[C:6]([O:8][CH:9]([CH3:11])[CH3:10])[N:5]=[C:4]([N:12]2[C:17]([CH3:19])([CH3:18])[CH2:16][CH2:15][CH2:14][C:13]2([CH3:21])[CH3:20])[N:3]=1.[CH2:22]([NH:26][CH2:27][CH2:28][CH2:29][CH3:30])[CH2:23][CH2:24][CH3:25].[OH-].[Na+]>C1(C)C(C)=CC=CC=1.O>[CH:9]([O:8][C:6]1[N:7]=[C:2]([N:26]([CH2:27][CH2:28][CH2:29][CH3:30])[CH2:22][CH2:23][CH2:24][CH3:25])[N:3]=[C:4]([N:12]2[C:17]([CH3:19])([CH3:18])[CH2:16][CH2:15][CH2:14][C:13]2([CH3:21])[CH3:20])[N:5]=1)([CH3:11])[CH3:10] |f:2.3|. Starting materials: ClC1=NC(=NC(=N1)OC(C)C)N1C(CCCC1(C)C)(C)C (2-chloro-4-isopropyloxy-6-(2,2,6,6-tetramethylpiperidin-1-yl)-1,3,5-triazine), C(CCC)NCCCC (dibutylamine), [OH-].[Na+] (sodium hydroxide). Procedure: 12.5 g of 2-chloro-4-isopropyloxy-6-(2,2,6,6-tetramethylpiperidin-1-yl)-1,3,5-triazine and 5.5 g of dibutylamine are dissolved in 100 ml of xylene. After addition of a solution of 1.8 g of sodium hydroxide in 10 ml of water, the water is slowly removed by distillation in a water separator under a weak flow of nitrogen. The contents of the flask are subsequently stirred at 135° for about 16 hours. The mixture is allowed to cool somewhat, 50 ml of water are added to the contents of the flask and t... Conditions: time 16 hour. Run in C=1(C(=CC=CC1)C)C (xylene), O (water). Yields the product C(C)(C)OC1=NC(=NC(=N1)N(CCCC)CCCC)N1C(CCCC1(C)C)(C)C (2-isopropyloxy-4-dibutylamino-6-(2,2,6,6-tetramethylpiperidin-1-yl)-1,3,5-triazine). Reactants: O=C([O-])[O-], ClCCCN1CCCCC1, Cl, [K+], [K+], Oc1ccc(-c2cnc(CSCCOc3ccccc3)o2)cc1, CN(C)C=O. The product is c1ccc(OCCSCc2ncc(-c3ccc(OCCCN4CCCCC4)cc3)o2)cc1. RXN SMILES: [C:35](=[O:36])([O-:37])[O-:38].[Cl:25][CH2:26][CH2:27][CH2:28][N:29]1[CH2:30][CH2:31][CH2:32][CH2:33][CH2:34]1.[ClH:24].[K+:39].[K+:40].[O:1]([c:2]1[cH:3][cH:4][cH:5][cH:6][cH:7]1)[CH2:8][CH2:9][S:10][CH2:11][c:12]1[o:13][c:14](-[c:17]2[cH:18][cH:19][c:20]([OH:23])[cH:21][cH:22]2)[cH:15][n:16]1.[O:41]=[CH:42][N:43]([CH3:44])[CH3:45]>>[O:1]([c:2]1[cH:3][cH:4][cH:5][cH:6][cH:7]1)[CH2:8][CH2:9][S:10][CH2:11][c:12]1[o:13][c:14](-[c:17]2[cH:18][cH:19][c:20]([O:23][CH2:26][CH2:27][CH2:28][N:29]3[CH2:30][CH2:31][CH2:32][CH2:33][CH2:34]3)[cH:21][cH:22]2)[cH:15][n:16]1. The reactants are FC(C1=NN(C(=C1C=O)N1CC2=C(N=C(N=C2N2CC([C@@H](CC2)OC)(C)C)C2=C3C(=NN(C3=CC=C2C)S(=O)(=O)C2=CC=C(C)C=C2)C)CC1)C)F ((R)-3-(difluoromethyl)-5-(2-(3,5-dimethyl-1-tosyl-1H-indazol-4-yl)-4-(4-methoxy-3,3-dimethylpiperidin-1-yl)-7,8-dihydropyrido[4,3-d]pyrimidin-6(5H)-yl)-1-methyl-1H-pyrazole-4-carbaldehyde), Cl.NO (hydroxylamine hydrochloride), CS(=O)C (DMSO), C([O-])([O-])=O.[K+].[K+] (Potassium carbonate). The solvent is CO (methanol). Yields the product FC(C1=NN(C(=C1C#N)N1CC2=C(N=C(N=C2N2CC([C@@H](CC2)OC)(C)C)C2=C3C(=NNC3=CC=C2C)C)CC1)C)F ((R)-3-(difluoromethyl)-5-(2-(3,5-dimethyl-1H-indazol-4-yl)-4-(4-methoxy-3,3-dimethylpiperidin-1-yl)-7,8-dihydropyrido[4,3-d]pyrimidin-6(5H)-yl)-1-methyl-1H-pyrazole-4-carbonitrile). As a reaction SMILES: [F:1][CH:2]([F:52])[C:3]1[C:7]([CH:8]=O)=[C:6]([N:10]2[CH2:50][CH2:49][C:13]3[N:14]=[C:15]([C:28]4[C:36]([CH3:37])=[CH:35][CH:34]=[C:33]5[C:29]=4[C:30]([CH3:48])=[N:31][N:32]5S(C4C=CC(C)=CC=4)(=O)=O)[N:16]=[C:17]([N:18]4[CH2:23][CH2:22][C@@H:21]([O:24][CH3:25])[C:20]([CH3:27])([CH3:26])[CH2:19]4)[C:12]=3[CH2:11]2)[N:5]([CH3:51])[N:4]=1.Cl.[NH2:54]O.CS(C)=O.C(=O)([O-])[O-].[K+].[K+]>CO>[F:52][CH:2]([F:1])[C:3]1[C:7]([C:8]#[N:54])=[C:6]([N:10]2[CH2:50][CH2:49][C:13]3[N:14]=[C:15]([C:28]4[C:36]([CH3:37])=[CH:35][CH:34]=[C:33]5[C:29]=4[C:30]([CH3:48])=[N:31][NH:32]5)[N:16]=[C:17]([N:18]4[CH2:23][CH2:22][C@@H:21]([O:24][CH3:25])[C:20]([CH3:26])([CH3:27])[CH2:19]4)[C:12]=3[CH2:11]2)[N:5]([CH3:51])[N:4]=1 |f:1.2,4.5.6|. Procedure: A vessel was charged with (R)-3-(difluoromethyl)-5-(2-(3,5-dimethyl-1-tosyl-1H-indazol-4-yl)-4-(4-methoxy-3,3-dimethylpiperidin-1-yl)-7,8-dihydropyrido[4,3-d]pyrimidin-6(5H)-yl)-1-methyl-1H-pyrazole-4-carbaldehyde (54 mg, 0.074 mmol), hydroxylamine hydrochloride (77 mg, 1.105 mmol), and DMSO (491 μL). The vessel was capped and placed in a sand bath preheated to 100° C. and the reaction mixture was stirred at that temperature. After 2 h the mixture was diluted with methanol and transferred to a r... Run in C1CCOC1 (THF). Starting materials: FC(/C=C/C(=O)OCC)(F)F (ethyl 4,4,4-trifluorocrotonate), [OH-].[Na+] (NaOH), Cl (HCl). RXN SMILES: [F:1][C:2]([F:11])([F:10])/[CH:3]=[CH:4]/[C:5]([O:7]CC)=[O:6].[OH-].[Na+].Cl>C1COCC1>[F:1][C:2]([F:11])([F:10])/[CH:3]=[CH:4]/[C:5]([OH:7])=[O:6] |f:1.2|. Procedure details: A solution of ethyl 4,4,4-trifluorocrotonate (9.85g, 65.9 mmole) and 1N NaOH (92.3 mL, 92.3 mmole) in THF (24 mL) was stirred at room temperature for 3 hours. The pH was brought to 1 with conc. HCl and the mixture extracted with Et2O (3×). The combined extracts were dried (MgSO4) and concentrated in vacuo to afford the title compound as an oil. NMR (CDCl3): δ 6.55 (d, 1H); 6.89 (dq, 1H). Product: FC(/C=C/C(=O)O)(F)F (4,4,4-Trifluorocrotonic acid). The reactants are [Cl-].[NH4+] (ammonium chloride), CC1(OB(OC1(C)C)C=1C=C(C=NC1)NS(=O)(=O)C)C (N-(5-(4,4,5,5-Tetramethyl-1,3,2-dioxaborolan-2-yl)pyridin-3-yl)methanesulfonamide), C([O-])([O-])=O.[Na+].[Na+] (sodium carbonate), BrC1=CN(C=2N=CN=C(C21)N[C@@H](C)C2=NN1C(C(N2C2=CC=CC=C2)=O)=C(C=C1)C)COCC[Si](C)(C)C ((S)-2-(1-((5-Bromo-7-((2-(trimethylsilyl)ethoxy)methyl)-7H-pyrrolo[2,3-d]pyrimidin-4-yl)amino)ethyl)-5-methyl-3-phenylpyrrolo[2,1-f][1,2,4]triazin-4(3H)-one). Reagents/catalysts: C=1C=CC(=CC1)[P](C=2C=CC=CC2)(C=3C=CC=CC3)[Pd]([P](C=4C=CC=CC4)(C=5C=CC=CC5)C=6C=CC=CC6)([P](C=7C=CC=CC7)(C=8C=CC=CC8)C=9C=CC=CC9)[P](C=1C=CC=CC1)(C=1C=CC=CC1)C=1C=CC=CC1 (Tetrakis(triphenylphosphine)palladium(0)). Run in CN(C=O)C (N,N-dimethylformamide). Run at temperature 130 celsius, time 1.5 hour. Yields the product CC=1C=CN2N=C(N(C(C21)=O)C2=CC=CC=C2)[C@H](C)NC=2C1=C(N=CN2)N(C=C1C=1C=C(C=NC1)NS(=O)(=O)C)COCC[Si](C)(C)C ((S)—N-(5-(4-((1-(5-Methyl-4-oxo-3-phenyl-3,4-dihydropyrrolo[2,1-f][1,2,4]triazin-2-yl)ethyl)amino)-7-((2-(trimethylsilyl)ethoxy)methyl)-7H-pyrrolo[2,3-d]pyrimidin-5-yl)pyridin-3-yl)methanesulfonamide). The yield is 45.0%. RXN SMILES: Br[C:2]1[C:10]2[C:9]([NH:11][C@H:12]([C:14]3[N:19]([C:20]4[CH:25]=[CH:24][CH:23]=[CH:22][CH:21]=4)[C:18](=[O:26])[C:17]4=[C:27]([CH3:30])[CH:28]=[CH:29][N:16]4[N:15]=3)[CH3:13])=[N:8][CH:7]=[N:6][C:5]=2[N:4]([CH2:31][O:32][CH2:33][CH2:34][Si:35]([CH3:38])([CH3:37])[CH3:36])[CH:3]=1.CC1(C)C(C)(C)OB([C:47]2[CH:48]=[C:49]([NH:53][S:54]([CH3:57])(=[O:56])=[O:55])[CH:50]=[N:51][CH:52]=2)O1.C(=O)([O-])[O-].[Na+].[Na+].[Cl-].[NH4+]>CN(C)C=O.C1C=CC([P]([Pd]([P](C2C=CC=CC=2)(C2C=CC=CC=2)C2C=CC=CC=2)([P](C2C=CC=CC=2)(C2C=CC=CC=2)C2C=CC=CC=2)[P](C2C=CC=CC=2)(C2C=CC=CC=2)C2C=CC=CC=2)(C2C=CC=CC=2)C2C=CC=CC=2)=CC=1>[CH3:30][C:27]1[CH:28]=[CH:29][N:16]2[C:17]=1[C:18](=[O:26])[N:19]([C:20]1[CH:25]=[CH:24][CH:23]=[CH:22][CH:21]=1)[C:14]([C@@H:12]([NH:11][C:9]1[C:10]3[C:2]([C:47]4[CH:48]=[C:49]([NH:53][S:54]([CH3:57])(=[O:56])=[O:55])[CH:50]=[N:51][CH:52]=4)=[CH:3][N:4]([CH2:31][O:32][CH2:33][CH2:34][Si:35]([CH3:38])([CH3:37])[CH3:36])[C:5]=3[N:6]=[CH:7][N:8]=1)[CH3:13])=[N:15]2 |f:2.3.4,5.6,^1:75,77,96,115|. Procedure: (S)-2-(1-((5-Bromo-7-((2-(trimethylsilyl)ethoxy)methyl)-7H-pyrrolo[2,3-d]pyrimidin-4-yl)amino)ethyl)-5-methyl-3-phenylpyrrolo[2,1-f][1,2,4]triazin-4(3H)-one (75 mg, 0.13 mmol) was dissolved in 1.9 mL N,N-dimethylformamide. N-(5-(4,4,5,5-Tetramethyl-1,3,2-dioxaborolan-2-yl)pyridin-3-yl)methanesulfonamide (225 mg, 0.76 mmol) and sodium carbonate (86 mg, 0.81 mmol) were added and the mixture was submitted to three vacuum-argon cycles. Tetrakis(triphenylphosphine)palladium(0) (44 mg, 0.04 mmol) was ...